Dataset: the Open Reaction Database (ORD), a public repository of structured organic reaction records. Task: describe an organic reaction: reactants, conditions, products, and yield The reactants are ClC1=NC=C(C(=O)OCC)C(=C1)NC1CCC1 (Ethyl 6-chloro-4-(cyclobutylamino)nicotinate), [Li+].[OH-] (LiOH). Run in C(C)O (ethanol), O (water). Product: ClC1=NC=C(C(=O)O)C(=C1)NC(C)C (6-chloro-4-(isopropylamino)nicotinic acid). Procedure details: Ethyl 6-chloro-4-(cyclobutylamino)nicotinate (2) (3 g, 12.3 mmol) in ethanol (20 mL) and water (10 mL) was stirred at rt. LiOH (61.7 mmol, 5 equiv.) was added and the reaction mixture was stirred at room temperature for 4 h. The solvent was concentrated under reduced pressure. Diluted with EtOAc and added water. The aqueous layer was collected and acidified to pH 3-4 using solid citric acid. Solid material precipitated out. Filtered the solid material and dried under vacuum to furnish the title ... Run at time 4 hour. RXN SMILES: [Cl:1][C:2]1[CH:12]=[C:11]([NH:13][CH:14]2[CH2:17]C[CH2:15]2)[C:5]([C:6]([O:8]CC)=[O:7])=[CH:4][N:3]=1.[Li+].[OH-]>C(O)C.O>[Cl:1][C:2]1[CH:12]=[C:11]([NH:13][CH:14]([CH3:17])[CH3:15])[C:5]([C:6]([OH:8])=[O:7])=[CH:4][N:3]=1 |f:1.2|. As a reaction SMILES: [C:1]1(B(O)O)[CH:6]=[CH:5][CH:4]=[CH:3][CH:2]=1.C(O)C.C(=O)([O-])[O-].[Na+].[Na+].FC(F)(F)C(O)=O.[C:26]1(C)[CH:31]=[CH:30][CH:29]=[CH:28][CH:27]=1>C(Cl)Cl>[C:1]1([C:26]2[CH:31]=[CH:30][CH:29]=[CH:28][CH:27]=2)[CH:6]=[CH:5][CH:4]=[CH:3][CH:2]=1 |f:2.3.4|. Yields the product C1(=CC=CC=C1)C1=CC=CC=C1 (biphenyl). Reaction conditions: time 30 minute. The solvent is C(Cl)Cl (Methylene chloride). Starting materials: C1(=CC=CC=C1)C (toluene), aryl silane, 1, C1(=CC=CC=C1)B(O)O (phenylboronic acid), C(C)O (ethanol), C([O-])([O-])=O.[Na+].[Na+] (sodium carbonate), resin, FC(C(=O)O)(F)F (trifluoroacetic acid). Reported procedure: Resin-bound aryl silane intermediate 4-Scheme 1 (2 g) was suspended in toluene (15 mL) and allowed to swell for 30 minutes. To this was added tetrkistriphenylphosphine (275 mg, 0.25 mmol), phenylboronic acid (500 mg, 4.1 mmol), ethanol (2 mL), sodium carbonate, aq (2 mL, 2M), all of which was heated in an oil bath maintained at 90° for 16 h. The reaction mixture was cooled, filtered washed with methanol, water, methylene chloride and methanol to give a black solid which was taken for the next st... Starting materials: BrC1=CC(=C(C=C1)C(C)=O)[N+](=O)[O-] (1-(4-bromo-2-nitrophenyl)ethanone), COC(OC)N(C)C ((dimethoxymethyl)dimethylamine). Run at temperature 90 celsius, time 4 hour. The product is BrC1=CC(=C(C=C1)C(\C=C\N(C)C)=O)[N+](=O)[O-] ((2E)-1-(4-bromo-2-nitrophenyl)-3-(dimethylamino)prop-2-en-1-one). Isolated yield 88.6%. RXN SMILES: [Br:1][C:2]1[CH:7]=[CH:6][C:5]([C:8](=[O:10])[CH3:9])=[C:4]([N+:11]([O-:13])=[O:12])[CH:3]=1.CO[CH:16]([N:19]([CH3:21])[CH3:20])OC>>[Br:1][C:2]1[CH:7]=[CH:6][C:5]([C:8](=[O:10])/[CH:9]=[CH:16]/[N:19]([CH3:21])[CH3:20])=[C:4]([N+:11]([O-:13])=[O:12])[CH:3]=1. Procedure details: Under a nitrogen atmosphere, a mixture of 3.62 g of 1-(4-bromo-2-nitrophenyl)ethanone and 5.3 g of (dimethoxymethyl)dimethylamine was stirred at 90° C. for 4 hours. The reaction mixture was cooled to room temperature and the precipitated solid was collected by filtration. The obtained solid was washed with diisopropyl ether and dried under reduced pressure to obtain 3.93 g of (2E)-1-(4-bromo-2-nitrophenyl)-3-(dimethylamino)prop-2-en-1-one. Starting materials: [Si](C)(C)(C(C)(C)C)OC[C@H](CCC)N ((S)-1-(tert-butyldimethylsilanyloxymethyl)-butylamine), COC(C(F)(F)F)O (trifluoroacetaldehyde methyl hemiacetal). The solvent is C1=CC=CC=C1 (benzene). Run at time 2 hour. Product: [Si](C)(C)(C(C)(C)C)OC[C@H](CCC)N=CC(F)(F)F ((S)-[1-(tert-butyldimethylsilanyloxymethyl)-butyl]-(2,2,2-trifluoroethylidene)-amine). As a reaction SMILES: [Si:1]([O:8][CH2:9][C@@H:10]([NH2:14])[CH2:11][CH2:12][CH3:13])([C:4]([CH3:7])([CH3:6])[CH3:5])([CH3:3])[CH3:2].CO[CH:17](O)[C:18]([F:21])([F:20])[F:19]>C1C=CC=CC=1>[Si:1]([O:8][CH2:9][C@@H:10]([N:14]=[CH:17][C:18]([F:21])([F:20])[F:19])[CH2:11][CH2:12][CH3:13])([C:4]([CH3:7])([CH3:6])[CH3:5])([CH3:3])[CH3:2]. Procedure details: A mixture of (S)-1-(tert-butyldimethylsilanyloxymethyl)-butylamine (27 g, 126 mmol) and trifluoroacetaldehyde methyl hemiacetal (17.2 g, 132 mmol) in benzene (250 mL) was heated at reflux, using a Dean-Stark trap to remove water. After 2 hours, no more water was collected. The reaction mixture was cooled and concentrated to give (S)-[1-(tert-butyldimethylsilanyloxymethyl)-butyl]-(2,2,2-trifluoroethylidene)-amine which was used in the next step without further purification or extended drying due ... Reactants: COC(=O)C1(NC(=O)OC(C)(C)C)CC1CCOS(C)(=O)=O, C[S-], CO, [Na+]. The product is COC(=O)C1(NC(=O)OC(C)(C)C)CC1CCSC. As a reaction SMILES: [CH3:1][O:2][C:3](=[O:4])[C:5]1([NH:15][C:16](=[O:17])[O:18][C:19]([CH3:20])([CH3:21])[CH3:22])[CH:6]([CH2:8][CH2:9][O:10][S:11]([CH3:12])(=[O:13])=[O:14])[CH2:7]1.[CH3:23][S-:24].[CH3:26][OH:27].[Na+:25]>>[CH3:1][O:2][C:3](=[O:4])[C:5]1([NH:15][C:16](=[O:17])[O:18][C:19]([CH3:20])([CH3:21])[CH3:22])[CH:6]([CH2:8][CH2:9][S:24][CH3:23])[CH2:7]1.